This data is from the Open Reaction Database (ORD), a public repository of structured organic reaction records. The task is: describe an organic reaction: reactants, conditions, products, and yield The reactants are C(C)(C)[Mg]Cl (isopropyl magnesium chloride), BrC1=CC(=CC=2OCCOC21)F (5-bromo-7-fluoro-2,3-dihydrobenzo[b][1,4]dioxine), O=C1N(CCC1)C(=O)OC(C)(C)C (tert-butyl 2-oxopyrrolidine-1-carboxylate). Run in C1CCOC1 (THF), C1CCOC1 (THF), C1CCOC1 (THF). Run at temperature 5 celsius, time 1 hour. Yields the product FC=1C=C(C2=C(OCCO2)C1)C1=CCCN1C(=O)OC(C)(C)C (tert-butyl 5-(7-fluoro-2,3-dihydrobenzo[b][1,4]dioxin-5-yl)-2,3-dihydro-1H-pyrrole-1-carboxylate). Isolated yield 65.0%. Reaction SMILES: C([Mg]Cl)(C)C.Br[C:7]1[C:16]2[O:15][CH2:14][CH2:13][O:12][C:11]=2[CH:10]=[C:9]([F:17])[CH:8]=1.O=[C:19]1[CH2:23][CH2:22][CH2:21][N:20]1[C:24]([O:26][C:27]([CH3:30])([CH3:29])[CH3:28])=[O:25]>C1COCC1>[F:17][C:9]1[CH:8]=[C:7]([C:19]2[N:20]([C:24]([O:26][C:27]([CH3:30])([CH3:29])[CH3:28])=[O:25])[CH2:21][CH2:22][CH:23]=2)[C:16]2[O:15][CH2:14][CH2:13][O:12][C:11]=2[CH:10]=1. Procedure: A solution of isopropyl magnesium chloride in Dry THF (2M, 5.39 mL, 10.78 mmol) was added to a solution of 5-bromo-7-fluoro-2,3-dihydrobenzo[b][1,4]dioxine (1 g, 4.31 mmol) in THF (10 mL) at −45° C. drop-wise and then allowed it to warm up to 5° C. over a period of 1 h. The reaction mixture was cooled again to −45° C. and a solution of tert-butyl 2-oxopyrrolidine-1-carboxylate (1.6 g, 8.62 mmol) in THF (10 mL) was added drop-wise maintaining the temperature at −45° C. The reaction mixture was wa... The product is OC1=C2C=CC(=CC2=CC=C1)C(=O)OC (Methyl 5-hydroxy-naphthalene-2-carboxylate). RXN SMILES: C[O:2][C:3]1[CH:12]=[CH:11][CH:10]=[C:9]2[C:4]=1[CH:5]=[CH:6][C:7]([C:13]([OH:15])=[O:14])=[CH:8]2.Br.[C:17](O)(=O)C>>[OH:2][C:3]1[CH:12]=[CH:11][CH:10]=[C:9]2[C:4]=1[CH:5]=[CH:6][C:7]([C:13]([O:15][CH3:17])=[O:14])=[CH:8]2. The reactants are COC1=C2C=CC(=CC2=CC=C1)C(=O)O (5-Methoxy-2-naphthoic acid), Br (hydrobromic acid), C(C)(=O)O (acetic acid), dichloromethane petroleum ether. Procedure: 5-Methoxy-2-naphthoic acid (49 7 g; 0 246 mol, J Med Chem 1993, 36, 2485) in glacial acetic acid (450 ml) and in 48% strength aqueous hydrobromic acid solution (450 ml) is heated to reflux for 15 h After cooling, the reaction mixture is concentrated in vacuo and is extracted with dichloromethane after addition to water The organic phase is washed with water, dried over MgSO4 and concentrated in vacuo. The residue is dissolved in MeOH (1.6 l) The solution is saturated with hydrogen chloride (abou... Starting materials: C(=C)(C)C1=CC(=C(C=C1)OCOC)OC (4-isopropenyl-2-methoxy-1-methoxymethoxy-benzene). Reagents/catalysts: [Pd] (Pd/C). The solvent is CO (MeOH). Conditions: time 16 hour. Product: C(C)(C)C1=CC(=C(C=C1)OCOC)OC (4-Isopropyl-2-methoxy-1-methoxymethoxy-benzene). As a reaction SMILES: [C:1]([C:4]1[CH:9]=[CH:8][C:7]([O:10][CH2:11][O:12][CH3:13])=[C:6]([O:14][CH3:15])[CH:5]=1)([CH3:3])=[CH2:2]>CO.[Pd]>[CH:1]([C:4]1[CH:9]=[CH:8][C:7]([O:10][CH2:11][O:12][CH3:13])=[C:6]([O:14][CH3:15])[CH:5]=1)([CH3:3])[CH3:2]. Procedure: To a solution of 4-isopropenyl-2-methoxy-1-methoxymethoxy-benzene (3.5 g, 16.81 mmol) in 20 mL MeOH, Pd/C (10%, 350 mg) was added and the mixture was stirred 16 h under a H2 atmosphere. The reaction mixture was then filtered through Celite and evaporated in vacuo and briefly dried under vacuum to yield the title compound as a colorless oil. Starting materials: CCO, Cl, Cc1c(F)c([N+](=O)[O-])cc([N+](=O)[O-])c1F, [Fe], [Na+], O, O=S(=O)([O-])O, c1ccccc1. The product is Cc1c(F)c(N)cc([N+](=O)[O-])c1F. RXN SMILES: [CH3:2][CH2:3][OH:4].[ClH:1].[F:5][c:6]1[c:7]([CH3:19])[c:8]([F:18])[c:9]([N+:15](=[O:16])[O-:17])[cH:10][c:11]1[N+:12]([O-:13])=[O:14].[Fe:27].[Na+:25].[OH2:26].[S:20]([O-:21])([OH:22])(=[O:23])=[O:24].[cH:28]1[cH:29][cH:30][cH:31][cH:32][cH:33]1>>[F:5][c:6]1[c:7]([CH3:19])[c:8]([F:18])[c:9]([N+:15](=[O:16])[O-:17])[cH:10][c:11]1[NH2:12]. Reactants: C(C1=CC=CC=C1)N1S(C2=C(C1=O)C(=CC=C2O)OC)=O (2-benzyl-7-hydroxy-4-methoxybenzisothiazol-3-one-1-oxide), COCCOCCBr (2-(2-methoxyethoxy) ethyl bromide), C([O-])([O-])=O.[K+].[K+] (potassium carbonate). Run in C(C)C(=O)C (methyl ethyl ketone). Product: C(C1=CC=CC=C1)N1S(C2=C(C1=O)C(=CC=C2OCCOCCOC)OC)=O (2-benzyl-4-methoxy-7-[2-(2-methoxyethoxy) ethoxy]benzisothiazol-3-one-1-oxide). Isolated yield 63.6%. Reaction SMILES: [CH2:1]([N:8]1[C:12](=[O:13])[C:11]2[C:14]([O:19][CH3:20])=[CH:15][CH:16]=[C:17]([OH:18])[C:10]=2[S:9]1=[O:21])[C:2]1[CH:7]=[CH:6][CH:5]=[CH:4][CH:3]=1.[CH3:22][O:23][CH2:24][CH2:25][O:26][CH2:27][CH2:28]Br.C(=O)([O-])[O-].[K+].[K+]>C(C(C)=O)C>[CH2:1]([N:8]1[C:12](=[O:13])[C:11]2[C:14]([O:19][CH3:20])=[CH:15][CH:16]=[C:17]([O:18][CH2:28][CH2:27][O:26][CH2:25][CH2:24][O:23][CH3:22])[C:10]=2[S:9]1=[O:21])[C:2]1[CH:3]=[CH:4][CH:5]=[CH:6][CH:7]=1 |f:2.3.4|. Procedure: Reaction of 3.03 g (0.01 mol) of 2-benzyl-7-hydroxy-4-methoxybenzisothiazol-3-one-1-oxide (Example 26A) with 2.01 g (0.011 mol) of 2-(2-methoxyethoxy) ethyl bromide in methyl ethyl ketone in the presence of 2 g (0.015 mol) of potassium carbonate afforded 2.58 g (64%) of 2-benzyl-4-methoxy-7-[2-(2-methoxyethoxy) ethoxy]benzisothiazol-3-one-1-oxide, which, on oxidation with 1.1 g (0.0063 mol) of 3-chloroperbenzoic acid in MDC, gave 2-benzyl-4-methoxy-7-[2-(2-methoxyethoxy)-ethoxy]saccharin. Debenz... The reactants are C(C)(=O)OC(C)=O (Acetic anhydride), ClC=1C(=NC=CC1)N1N=CC=2C1=NC=NC2O[C@H](C(=O)NC2=NC=C(C=C2)C)CCO ((2S)-2-(1-(3-chloropyridin-2-yl)-1H-pyrazolo[3,4-d]pyrimidin-4-yloxy)-4-hydroxy-N-(5-methylpyridin-2-yl)butanamide), C(C)(C)N(C(C)C)CC (N,N-Diisopropylethylamine). The reagents and catalysts are CN(C1=CC=NC=C1)C (4-dimethylaminopyridine). Solvent: C(Cl)Cl (DCM). Run at temperature 0 celsius, time 25 minute. Product: ClC=1C(=NC=CC1)N1N=CC=2C(=NC=NC21)O[C@@H](CCOC(C)=O)C(=O)NC2=NC=C(C=C2)C ([(3S)-3-[1-(3-chloropyridin-2-yl)pyrazolo[4,5-e]pyrimidin-4-yl]oxy-4-[(5-methylpyridin-2-yl)amino]-4-oxobutyl]acetate). Yield: 45.8%. As a reaction SMILES: [C:1]([O:4][C:5](=O)[CH3:6])(=[O:3])[CH3:2].[Cl:8][C:9]1[C:10]([N:15]2[C:19]3=[N:20][CH:21]=[N:22][C:23]([O:24][C@@H:25](CCO)[C:26]([NH:28][C:29]4[CH:34]=[CH:33][C:32]([CH3:35])=[CH:31][N:30]=4)=[O:27])=[C:18]3[CH:17]=[N:16]2)=[N:11][CH:12]=[CH:13][CH:14]=1.C(N(CC)C(C)C)(C)C>CN(C)C1C=CN=CC=1.C(Cl)Cl>[Cl:8][C:9]1[C:10]([N:15]2[C:19]3[N:20]=[CH:21][N:22]=[C:23]([O:24][C@H:25]([C:26]([NH:28][C:29]4[CH:34]=[CH:33][C:32]([CH3:35])=[CH:31][N:30]=4)=[O:27])[CH2:6][CH2:5][O:4][C:1](=[O:3])[CH3:2])[C:18]=3[CH:17]=[N:16]2)=[N:11][CH:12]=[CH:13][CH:14]=1. Reported procedure: Acetic anhydride (0.035 mL, 0.38 mmol) was added to (2S)-2-(1-(3-chloropyridin-2-yl)-1H-pyrazolo[3,4-d]pyrimidin-4-yloxy)-4-hydroxy-N-(5-methylpyridin-2-yl)butanamide (Example 143) (150 mg, 0.34 mmol), N,N-Diisopropylethylamine (0.089 mL, 0.51 mmol) and 4-dimethylaminopyridine (4.17 mg, 0.03 mmol) in DCM (2 mL) at 0° C. over a period of 5 minutes under nitrogen. The resulting solution was stirred at 0° C. for 25 minutes. The volatiles were removed under reduced pressure and the crude product was... Reactants: C(CC)C1(OCCO1)CCO (2-(2-propyl-1,3-dioxolan-2-yl)ethanol), [H-].[Na+] (sodium hydride), ClC1=C(C(=[N+](C=C1)[O-])C)C (4-chloro-2,3-dimethylpyridine1-oxide). Run in CS(=O)C (dimethylsulfoxide). Reaction conditions: temperature 60 celsius, time 2 hour. Product: CC1=[N+](C=CC(=C1C)OCCC1(OCCO1)CCC)[O-] (2,3-dimethyl-4-(2-(2-propyl-1,3-dioxolan-2-yl)ethoxy)pyridine1-oxide). The yield is 64.6%. As a reaction SMILES: [CH2:1]([C:4]1([CH2:9][CH2:10][OH:11])[O:8][CH2:7][CH2:6][O:5]1)[CH2:2][CH3:3].[H-].[Na+].Cl[C:15]1[CH:20]=[CH:19][N+:18]([O-:21])=[C:17]([CH3:22])[C:16]=1[CH3:23]>CS(C)=O>[CH3:22][C:17]1[C:16]([CH3:23])=[C:15]([O:11][CH2:10][CH2:9][C:4]2([CH2:1][CH2:2][CH3:3])[O:8][CH2:7][CH2:6][O:5]2)[CH:20]=[CH:19][N+:18]=1[O-:21] |f:1.2|. Procedure details: To a dimethylsulfoxide (22.5 ml) solution of the 2-(2-propyl-1,3-dioxolan-2-yl)ethanol (1.5 g, 9.35 mmol) obtained in the step (3b), sodium hydride, in oil (561 mg, 14 mmol as the content was regarded as 60%) and 4-chloro-2,3-dimethylpyridine1-oxide (1.33 g, 8.42 mmol) were added in a nitrogen stream and stirred at 60° C. for 2 hours. The mixture was allowed to stand at room temperature for 3 days and concentrated under reduced pressure. The residue was suspended in tetrahydrofuran. NH silica ge...